Dataset: the Open Reaction Database (ORD), a public repository of structured organic reaction records. Task: describe an organic reaction: reactants, conditions, products, and yield Procedure: A solution of 60 mg (0.18 mmol) of 2-chloro-6,8-dihydroxy-7-propyl-9H-pyrrolo [2,1-b][1,3]benzoxazin-9-one in 4 mL of methanol was subjected to hydrogenation with 0.1 g Ra-Ni, 0.4 mL of 0.5N KOH in methanol, and H2 at 20 psi. The mixture was diluted with ethyl acetate and extracted with 1N HCl. The organic layer was dried (Na2SO4), concentrated, and the residue purified by preparative TLC (Silica Gel: CH2C2) to give 17 mg of the title compound: mp 170-171° C. The yield is 36.4%. Reactants: ClC=1C=C2OC3=C(C(N2C1)=O)C(=C(C(=C3)O)CCC)O (2-chloro-6,8-dihydroxy-7-propyl-9H-pyrrolo [2,1-b][1,3]benzoxazin-9-one), [OH-].[K+] (KOH). Yields the product OC1=CC2=C(C(N3C(O2)=CC=C3)=O)C(=C1CCC)O (6,8-Dihydroxy-7-propyl-9H-pyrrolo[2,1-b][1,3]benzoxazin-9-one). Solvent: CO (methanol), C(C)(=O)OCC (ethyl acetate), CO (methanol). Reagents/catalysts: [Ni] (Ra-Ni). Reaction SMILES: Cl[C:2]1[CH:3]=[C:4]2[N:9]([CH:10]=1)[C:8](=[O:11])[C:7]1[C:12]([OH:20])=[C:13]([CH2:17][CH2:18][CH3:19])[C:14]([OH:16])=[CH:15][C:6]=1[O:5]2.[OH-].[K+]>CO.C(OCC)(=O)C.[Ni]>[OH:16][C:14]1[C:13]([CH2:17][CH2:18][CH3:19])=[C:12]([OH:20])[C:7]2[C:8](=[O:11])[N:9]3[CH:10]=[CH:2][CH:3]=[C:4]3[O:5][C:6]=2[CH:15]=1 |f:1.2|. Starting materials: [BH3-]C#N, CC(=O)O, O=Cc1ccccc1, CC(Cl)Cl, Cc1sc(N)c(C#N)c1C. Yields the product Cc1sc(NCc2ccccc2)c(C#N)c1C. RXN SMILES: [C:19]([BH3-:20])#[N:21].[CH3:22][C:23](=[O:24])[OH:25].[CH:11](=[O:12])[c:13]1[cH:14][cH:15][cH:16][cH:17][cH:18]1.[Cl:26][CH:27]([Cl:28])[CH3:29].[NH2:1][c:2]1[s:3][c:4]([CH3:10])[c:5]([CH3:9])[c:6]1[C:7]#[N:8]>>[NH:1]([c:2]1[s:3][c:4]([CH3:10])[c:5]([CH3:9])[c:6]1[C:7]#[N:8])[CH2:11][c:13]1[cH:14][cH:15][cH:16][cH:17][cH:18]1. The reactants are CCCCCCCCCCCCCCC(O)CO, Cc1ccccc1, O, O, O=C1CC(c2ccccc2)NC(c2ccccc2)C1, Cc1ccc(S(=O)(=O)O)cc1. Product: CCCCCCCCCCCCCCC1COC2(CC(c3ccccc3)NC(c3ccccc3)C2)O1. As a reaction SMILES: [CH2:32]([CH:33]([CH2:34][CH2:35][CH2:36][CH2:37][CH2:38][CH2:39][CH2:40][CH2:41][CH2:42][CH2:43][CH2:44][CH2:45][CH2:46][CH3:47])[OH:48])[OH:49].[CH3:51][c:52]1[cH:53][cH:54][cH:55][cH:56][cH:57]1.[OH2:20].[OH2:50].[c:1]1([CH:7]2[NH:8][CH:9]([c:14]3[cH:15][cH:16][cH:17][cH:18][cH:19]3)[CH2:10][C:11](=[O:13])[CH2:12]2)[cH:2][cH:3][cH:4][cH:5][cH:6]1.[c:21]1([CH3:22])[cH:23][cH:24][c:25]([S:26]([OH:27])(=[O:28])=[O:29])[cH:30][cH:31]1>>[c:1]1([CH:7]2[NH:8][CH:9]([c:14]3[cH:15][cH:16][cH:17][cH:18][cH:19]3)[CH2:10][C:11]3([CH2:12]2)[O:13][CH:33]([CH2:34][CH2:35][CH2:36][CH2:37][CH2:38][CH2:39][CH2:40][CH2:41][CH2:42][CH2:43][CH2:44][CH2:45][CH2:46][CH3:47])[CH2:32][O:49]3)[cH:2][cH:3][cH:4][cH:5][cH:6]1. The reactants are CC(C=C)(CCC=C(CC)CC)O (3-methyl-7-ethyl-1,6-nonadien-3-ol), P(Br)(Br)Br (phosphorus tribromide). The product is BrCC=C(CCC=C(CC)CC)C (1-bromo-3-methyl-7-ethyl-2,6-nonadiene). RXN SMILES: [CH3:1][C:2](O)([CH2:5][CH2:6][CH:7]=[C:8]([CH2:11][CH3:12])[CH2:9][CH3:10])[CH:3]=[CH2:4].P(Br)(Br)[Br:15]>>[Br:15][CH2:4][CH:3]=[C:2]([CH3:1])[CH2:5][CH2:6][CH:7]=[C:8]([CH2:11][CH3:12])[CH2:9][CH3:10]. Procedure details: Following the procedure of Example 9, 3-methyl-7-ethyl-1,6-nonadien-3-ol and phosphorus tribromide are reacted to form 1-bromo-3-methyl-7-ethyl-2,6-nonadiene. The reactants are COc1ccccc1Sc1ccc2c(c1)C=C(C)C(C)(C)O2, ClCCl, [I-], [Li+], Cc1cc(C)nc(C)c1. Product: CC1=Cc2cc(Sc3ccccc3O)ccc2OC1(C)C. RXN SMILES: [CH3:1][O:2][c:3]1[c:4]([S:9][c:10]2[cH:11][c:12]3[c:13]([cH:21][cH:22]2)[O:14][C:15]([CH3:19])([CH3:20])[C:16]([CH3:18])=[CH:17]3)[cH:5][cH:6][cH:7][cH:8]1.[Cl:34][CH2:35][Cl:36].[I-:23].[Li+:24].[n:25]1[c:26]([CH3:27])[cH:28][c:29]([CH3:30])[cH:31][c:32]1[CH3:33]>>[OH:2][c:3]1[c:4]([S:9][c:10]2[cH:11][c:12]3[c:13]([cH:21][cH:22]2)[O:14][C:15]([CH3:19])([CH3:20])[C:16]([CH3:18])=[CH:17]3)[cH:5][cH:6][cH:7][cH:8]1. The reactants are C(#N)CP(OCC)(OCC)=O (diethyl cyanomethylphosphonate), [H-].[Na+] (sodium hydride), suspension, [H-].[Na+] (NaH), C(C)NC1=NC(=NC=C1C=O)NC1=CC=CC=C1 (4-ethylamino-2-phenylamino-pyrimidine-5-carbaldeyde). The solvent is CN(C=O)C (dimethylformamide), CN(C=O)C (dimethylformamide). Conditions: time 15 minute. The product is C(C)NC1=NC(=NC=C1C=CC#N)NC1=CC=CC=C1 (3-(4-ethylamino-2-phenylamino-pyrimidin-5-yl)acrylonitrile). The yield is 41.3%. Reaction SMILES: [H-].[Na+].[C:3]([CH2:5]P(=O)(OCC)OCC)#[N:4].[CH2:14]([NH:16][C:17]1[C:22]([CH:23]=O)=[CH:21][N:20]=[C:19]([NH:25][C:26]2[CH:31]=[CH:30][CH:29]=[CH:28][CH:27]=2)[N:18]=1)[CH3:15]>CN(C)C=O>[CH2:14]([NH:16][C:17]1[C:22]([CH:23]=[CH:5][C:3]#[N:4])=[CH:21][N:20]=[C:19]([NH:25][C:26]2[CH:31]=[CH:30][CH:29]=[CH:28][CH:27]=2)[N:18]=1)[CH3:15] |f:0.1|. Reported procedure: To a room temperature suspension of sodium hydride (38 mg of a 60% suspension of NaH in oil) in 5 mL of dimethylformamide was added diethyl cyanomethylphosphonate (150 μL, 0.93 mmol). The reaction mixture was stirred at room temperature for 15 minutes, then 4-ethylamino-2-phenylamino-pyrimidine-5-carbaldeyde (200 mg, 0.83 mmol) in 2 mL of dimethylformamide was added, and the mixture was stirred at room temperature for 10 minutes. The reaction mixture was partitioned between brine and ethyl aceta...